Task: describe an organic reaction: reactants, conditions, products, and yield. Dataset: the Open Reaction Database (ORD), a public repository of structured organic reaction records Reactants: C=CCN1CCc2cc(OC)c(O)cc2C1Cc1ccc(OC)c(OC)c1, ClCCl, O=C(O)C(F)(F)F. RXN SMILES: [CH2:1]([CH:2]=[CH2:3])[N:4]1[CH:5]([CH2:17][c:18]2[cH:19][c:20]([O:26][CH3:27])[c:21]([O:24][CH3:25])[cH:22][cH:23]2)[c:6]2[cH:7][c:8]([OH:16])[c:9]([O:14][CH3:15])[cH:10][c:11]2[CH2:12][CH2:13]1.[CH2:35]([Cl:36])[Cl:37].[OH:28][C:29]([C:30]([F:31])([F:32])[F:33])=[O:34]>>[CH2:1]([CH:2]=[CH2:3])[N:4]1[CH:5]2[c:6]3[c:7]([c:8]([OH:16])[c:9]([O:14][CH3:15])[cH:10][c:11]3[CH2:12][CH2:13]1)-[c:23]1[c:18]([cH:19][c:20]([O:26][CH3:27])[c:21]([O:24][CH3:25])[cH:22]1)[CH2:17]2. The product is C=CCN1CCc2cc(OC)c(O)c3c2C1Cc1cc(OC)c(OC)cc1-3. Starting materials: C(C)[SiH](CC)CC (Triethylsilane), CC(C)(C)[Si](O[C@@H]1CC[C@H](CC1)C(=O)OCC)(C)C (trans-Ethyl 4-{[(1,1-dimethylethyl)(dimethyl)silyl]oxy}cyclohexanecarboxylate), [Bi](Br)(Br)Br (bismuth tribromide), C1(CC1)C=O (cyclopropanecarbaldehyde), C1(CC1)CO[C@@H]1CC[C@H](CC1)C(=O)OCC (trans ethyl 4-[(cyclopropylmethyl)oxy]cyclohexanecarboxylate), C(C)[SiH](CC)CC (triethylsilane), C(=O)(O)[O-].[Na+] (NaHCO3). Run in C(C)#N (acetonitrile). Conditions: time 1 hour. Yields the product C1(CC1)COC1CCC(CC1)C(=O)OCC (Ethyl 4-[(cyclopropylmethyl)oxy]cyclohexanecarboxylate). As a reaction SMILES: C([SiH](CC)CC)C.CC([Si](C)(C)O[C@H]1CC[C@H](C(OCC)=O)CC1)(C)C.[Bi](Br)(Br)Br.C1(C=O)CC1.C([O-])(O)=O.[Na+].[CH:41]1([CH2:44][O:45][C@H:46]2[CH2:51][CH2:50][C@H:49]([C:52]([O:54][CH2:55][CH3:56])=[O:53])[CH2:48][CH2:47]2)[CH2:43][CH2:42]1>C(#N)C>[CH:41]1([CH2:44][O:45][CH:46]2[CH2:51][CH2:50][CH:49]([C:52]([O:54][CH2:55][CH3:56])=[O:53])[CH2:48][CH2:47]2)[CH2:42][CH2:43]1 |f:4.5|. Reported procedure: Triethylsilane (10 mL, 63 mmol) was added to a solution of ethyl 4-{[(1,1-dimethylethyl)(dimethyl)silyl]oxy}cyclohexanecarboxylate (D1, 13.6 g, 47.4 mmol), bismuth tribromide (923 mg, 2.06 mmol) and cyclopropanecarbaldehyde (4.25 mL, 56.8 mmol) in acetonitrile (60 mL) at rt under Ar. A black precipitate and an exotherm occurred on the addition of the triethylsilane. The mixture was stirred for 1 h before being poured on to sat. NaHCO3 (200 mL). The reaction was extracted with EtOAc (2×) and the ... The reactants are Cc1ccc(C(=O)O)cc1Br, Sc1ccccc1, c1ccc2ncccc2c1. Product: Cc1ccc(C(=O)O)cc1Sc1ccccc1. As a reaction SMILES: [Br:1][c:2]1[cH:3][c:4]([C:5](=[O:6])[OH:7])[cH:8][cH:9][c:10]1[CH3:11].[SH:12][c:13]1[cH:14][cH:15][cH:16][cH:17][cH:18]1.[cH:19]1[cH:20][c:21]2[c:22]([n:23][cH:24][cH:25][cH:26]2)[cH:27][cH:28]1>>[c:2]1([S:12][c:13]2[cH:14][cH:15][cH:16][cH:17][cH:18]2)[cH:3][c:4]([C:5](=[O:6])[OH:7])[cH:8][cH:9][c:10]1[CH3:11]. The reactants are N([C@@H](CC1=CC=C(C=C1)OC(C)(C)C)C(=O)O)C(=O)OCC1C2=CC=CC=C2C2=CC=CC=C12 (Fmoc-Tyr(But)-OH), C1(CCCCC1)N=C=NC1CCCCC1 (dicylohexylcarbodiimide), C(C1=CC=CC=C1)S (benzylmercaptan). The reagents and catalysts are CN(C)C=1C=CN=CC1 (DMAP). The solvent is C(Cl)Cl (DCM). The product is N([C@@H](CC1=CC=C(C=C1)OC(C)(C)C)C(=O)SCC1=CC=CC=C1)C(=O)OCC1C2=CC=CC=C2C2=CC=CC=C12 (Fmoc-Tyr(But)-S—CH2C6H5), thioester. RXN SMILES: [NH:1]([C:18]([O:20][CH2:21][CH:22]1[C:34]2[C:29](=[CH:30][CH:31]=[CH:32][CH:33]=2)[C:28]2[C:23]1=[CH:24][CH:25]=[CH:26][CH:27]=2)=[O:19])[C@H:2]([C:15](O)=[O:16])[CH2:3][C:4]1[CH:9]=[CH:8][C:7]([O:10][C:11]([CH3:14])([CH3:13])[CH3:12])=[CH:6][CH:5]=1.C1(N=C=NC2CCCCC2)CCCCC1.[CH2:50]([SH:57])[C:51]1[CH:56]=[CH:55][CH:54]=[CH:53][CH:52]=1>CN(C1C=CN=CC=1)C.C(Cl)Cl>[NH:1]([C:18]([O:20][CH2:21][CH:22]1[C:23]2[C:28](=[CH:27][CH:26]=[CH:25][CH:24]=2)[C:29]2[C:34]1=[CH:33][CH:32]=[CH:31][CH:30]=2)=[O:19])[C@H:2]([C:15]([S:57][CH2:50][C:51]1[CH:56]=[CH:55][CH:54]=[CH:53][CH:52]=1)=[O:16])[CH2:3][C:4]1[CH:9]=[CH:8][C:7]([O:10][C:11]([CH3:14])([CH3:12])[CH3:13])=[CH:6][CH:5]=1. Reported procedure: 4.6 g (10.0 mmol) Fmoc-Tyr(But)-OH, 2.1 g (10.1 mmol) dicylohexylcarbodiimide (DCC), 1.26 g (10.1 mmol) benzylmercaptan and 0.12 g DMAP were reacted in DCM as described by Ho and Ngu (J. Org. Chem. 58:2315 (1993), which is incorporated herein by reference). After workup, Fmoc-Tyr(But)-S—CH2C6H5 was isolated and, upon reduction of the thioester by stirring with triethylsilane in the presence of 10% Pd on carbon and purification by flash chromatography, gave a 81% yield of Fmoc-Tyr(But)-H. The NMR... The reactants are CCOP(=O)(OCC)C(F)F, COc1ccc2c(c1)CCC1C2CCC2(C)C(=O)C=CC12, CC(C)[N-]C(C)C, [Li+], C1CCOC1. The product is COc1ccc2c(c1)CCC1C2CCC2(C)C(=C(F)F)C=CC12. Reaction SMILES: [CH2:1]([O:2][P:3](=[O:4])([O:5][CH2:6][CH3:7])[CH:9]([F:10])[F:11])[CH3:8].[CH3:20][O:21][c:22]1[cH:23][c:24]2[c:37]([cH:38][cH:39]1)[CH:36]1[CH:27]([CH2:26][CH2:25]2)[CH:28]2[CH:29]=[CH:30][C:31](=[O:40])[C:32]2([CH3:33])[CH2:34][CH2:35]1.[CH:12]([N-:13][CH:14]([CH3:15])[CH3:16])([CH3:17])[CH3:18].[Li+:19].[O:41]1[CH2:42][CH2:43][CH2:44][CH2:45]1>>[C:9]([F:10])([F:11])=[C:31]1[CH:30]=[CH:29][CH:28]2[CH:27]3[CH2:26][CH2:25][c:24]4[cH:23][c:22]([O:21][CH3:20])[cH:39][cH:38][c:37]4[CH:36]3[CH2:35][CH2:34][C:32]21[CH3:33]. The reactants are Cc1ccc(C(=O)CCCCl)cc1C, CCC(=O)Nc1cccc(C2CCNCC2)c1. Yields the product CCC(=O)Nc1cccc(C2CCN(CCCC(=O)c3ccc(C)c(C)c3)CC2)c1. Reaction SMILES: [Cl:1][CH2:2][CH2:3][CH2:4][C:5](=[O:6])[c:7]1[cH:8][c:9]([CH3:14])[c:10]([CH3:13])[cH:11][cH:12]1.[NH:15]1[CH2:16][CH2:17][CH:18]([c:21]2[cH:22][c:23]([NH:27][C:28]([CH2:29][CH3:30])=[O:31])[cH:24][cH:25][cH:26]2)[CH2:19][CH2:20]1>>[CH2:2]([CH2:3][CH2:4][C:5](=[O:6])[c:7]1[cH:8][c:9]([CH3:14])[c:10]([CH3:13])[cH:11][cH:12]1)[N:15]1[CH2:16][CH2:17][CH:18]([c:21]2[cH:22][c:23]([NH:27][C:28]([CH2:29][CH3:30])=[O:31])[cH:24][cH:25][cH:26]2)[CH2:19][CH2:20]1. Starting materials: N#Cc1cc(I)cc(S(N)(=O)=O)c1, CN(C)C=O, CC(=O)OC(C)=O, [H-], [Na+], O. Product: CC(=O)NS(=O)(=O)c1cc(I)cc(C#N)c1. As a reaction SMILES: [C:1](#[N:2])[c:3]1[cH:4][c:5]([S:10](=[O:11])(=[O:12])[NH2:13])[cH:6][c:7]([I:9])[cH:8]1.[CH3:14][N:15]([CH3:16])[CH:17]=[O:18].[CH3:21][C:22](=[O:23])[O:24][C:25](=[O:26])[CH3:27].[H-:19].[Na+:20].[OH2:28]>>[C:1](#[N:2])[c:3]1[cH:4][c:5]([S:10](=[O:11])(=[O:12])[NH:13][C:22]([CH3:21])=[O:23])[cH:6][c:7]([I:9])[cH:8]1. The reactants are [Al+3], [Br-], [Cl-], [Cl-], [Cl-], O=C(CCc1ccc([N+](=O)[O-])cc1)c1ccccc1. Yields the product O=C(c1ccccc1)C(Br)Cc1ccc([N+](=O)[O-])cc1. RXN SMILES: [Al+3:22].[Br-:20].[Cl-:21].[Cl-:23].[Cl-:24].[N+:1](=[O:2])([O-:3])[c:4]1[cH:5][cH:6][c:7]([CH2:10][CH2:11][C:12](=[O:13])[c:14]2[cH:15][cH:16][cH:17][cH:18][cH:19]2)[cH:8][cH:9]1>>[N+:1](=[O:2])([O-:3])[c:4]1[cH:5][cH:6][c:7]([CH2:10][CH:11]([C:12](=[O:13])[c:14]2[cH:15][cH:16][cH:17][cH:18][cH:19]2)[Br:20])[cH:8][cH:9]1. Starting materials: CCOC(=O)Nc1nc2cc(Cl)ccc2nc1OC, O=[N+]([O-])c1ccc(N2CCNCC2)cc1. The product is COc1nc2ccc(Cl)cc2nc1NC(=O)N1CCN(c2ccc([N+](=O)[O-])cc2)CC1. RXN SMILES: [Cl:1][c:2]1[cH:3][c:4]2[n:5][c:6]([NH:14][C:15]([O:16][CH2:17][CH3:18])=[O:19])[c:7]([O:12][CH3:13])[n:8][c:9]2[cH:10][cH:11]1.[N+:20](=[O:21])([O-:22])[c:23]1[cH:24][cH:25][c:26]([N:29]2[CH2:30][CH2:31][NH:32][CH2:33][CH2:34]2)[cH:27][cH:28]1>>[Cl:1][c:2]1[cH:3][c:4]2[n:5][c:6]([NH:14][C:15](=[O:19])[N:32]3[CH2:31][CH2:30][N:29]([c:26]4[cH:25][cH:24][c:23]([N+:20](=[O:21])[O-:22])[cH:28][cH:27]4)[CH2:34][CH2:33]3)[c:7]([O:12][CH3:13])[n:8][c:9]2[cH:10][cH:11]1. Starting materials: BrC1=CC(=C(C(=O)O)C=C1)C (4-bromo-2-methylbenzoic acid), IC (iodomethane), C([O-])([O-])=O.[K+].[K+] (potassium carbonate). Solvent: CN(C)C=O (DMF). Reaction conditions: time 8 hour. Yields the product BrC1=CC(=C(C(=O)OC)C=C1)C (methyl 4-bromo-2-methylbenzoate). Isolated yield 100.0%. Reaction SMILES: [Br:1][C:2]1[CH:10]=[CH:9][C:5]([C:6]([OH:8])=[O:7])=[C:4]([CH3:11])[CH:3]=1.IC.[C:14](=O)([O-])[O-].[K+].[K+]>CN(C=O)C>[Br:1][C:2]1[CH:10]=[CH:9][C:5]([C:6]([O:8][CH3:14])=[O:7])=[C:4]([CH3:11])[CH:3]=1 |f:2.3.4|. Procedure: A stirred mixture of 4-bromo-2-methylbenzoic acid (6 g, 27.9 mmol), iodomethane (5.21 mL, 84 mmol) and potassium carbonate (11.57 g, 84 mmol) in DMF (60 mL) was stirred at room temperature overnight. The reaction mixture was partitioned between water (250 mL) and 4:1 hexanes:ethyl acetate (650 mL). The organic layer was washed with water and dried over Na2SO4. The solvent was removed under vacuum to give 6.39 g of desired product as an oil in 100% yield. 1H NMR (400 MHz, CD3OD) δ ppm 7.86-7.65 (...